From a dataset of the Open Reaction Database (ORD), a public repository of structured organic reaction records. describe an organic reaction: reactants, conditions, products, and yield Reactants: [Na+].[Cl-] (NaCl), solution, [H-].[Na+] (Sodium hydride), ClC=1C=C(CO)C=CC1F (3-Chloro-4-fluorobenzyl alcohol), C1(=CC=C(C=C1)S(=O)(=O)Cl)C (p-toluenesulfonyl chloride). Run in C1CCOC1 (THF). Reaction conditions: temperature 0 celsius, time 5 minute. Yields the product C1(=CC=C(C=C1)S(=O)(=O)OCC1=CC(=C(C=C1)F)Cl)C (3-Chloro-4-fluorobenzyl p-toluenesulfonate). RXN SMILES: [H-].[Na+].[Cl:3][C:4]1[CH:5]=[C:6]([CH:9]=[CH:10][C:11]=1[F:12])[CH2:7][OH:8].[C:13]1([CH3:23])[CH:18]=[CH:17][C:16]([S:19](Cl)(=[O:21])=[O:20])=[CH:15][CH:14]=1.[Na+].[Cl-]>C1COCC1>[C:13]1([CH3:23])[CH:18]=[CH:17][C:16]([S:19]([O:8][CH2:7][C:6]2[CH:9]=[CH:10][C:11]([F:12])=[C:4]([Cl:3])[CH:5]=2)(=[O:21])=[O:20])=[CH:15][CH:14]=1 |f:0.1,4.5|. Reported procedure: Sodium hydride (0.33 g) was added to a solution of the alcohol from Step 3 (2.0 g) in THF (50 mL) at 0° C. under N2. Stirring was continued for 5 minutes at 0° C. followed by 25 min at 25° C. The mixture was then cooled to 0° C. and p-toluenesulfonyl chloride (2.5 g) was added. Stirring was continued for 40 minutes at 0° C. followed by 2 hours at 25° C. The precipitated NaCl was allowed to settle and the supernatant solution (4.0 mL) of the title compound was used directly in the next step. Starting materials: C1CCOC1, C[Si](C)(C)[N-][Si](C)(C)C, O=C1C=CN(c2ccc(N3CC(Cn4ccnn4)OC3=O)cc2F)CC1, [Li+]. Yields the product O=C1C=CN(c2ccc(N3CC(CO)OC3=O)cc2F)CC1. Reaction SMILES: [CH2:37]1[CH2:40][CH2:39][CH2:38][O:41]1.[CH3:27][Si:28]([N-:29][Si:30]([CH3:31])([CH3:32])[CH3:33])([CH3:34])[CH3:35].[F:1][c:2]1[c:3]([N:20]2[CH2:21][CH2:22][C:23](=[O:26])[CH:24]=[CH:25]2)[cH:4][cH:5][c:6]([N:8]2[C:9](=[O:19])[O:10][CH:11]([CH2:13][n:14]3[cH:15][cH:16][n:17][n:18]3)[CH2:12]2)[cH:7]1.[Li+:36]>>[F:1][c:2]1[c:3]([N:20]2[CH2:21][CH2:22][C:23](=[O:26])[CH:24]=[CH:25]2)[cH:4][cH:5][c:6]([N:8]2[C:9](=[O:19])[O:10][CH:11]([CH2:13][OH:41])[CH2:12]2)[cH:7]1. Starting materials: COC1=CC2=CC=CC=C2C=C1 (2-methoxynaphthalene), BrBr (bromine), BrBr (bromine), O (water). Run in C(C)(=O)O (acetic acid), C(C)(=O)O (acetic acid). Yields the product BrC1=C(C=CC2=CC=CC=C12)OC (1-bromo-2-methoxynaphthalene). As a reaction SMILES: [CH3:1][O:2][C:3]1[CH:12]=[CH:11][C:10]2[C:5](=[CH:6][CH:7]=[CH:8][CH:9]=2)[CH:4]=1.[Br:13]Br.O>C(O)(=O)C>[Br:13][C:4]1[C:5]2[C:10](=[CH:9][CH:8]=[CH:7][CH:6]=2)[CH:11]=[CH:12][C:3]=1[O:2][CH3:1]. Procedure details: A stirred solution of 2-methoxynaphthalene (5 g.) in acetic acid (100 ml.) is treated dropwise with a solution of 1.1 molar equivalents of bromine in acetic acid (50 ml.). Upon disappearance of the bromine color, water is added. The solid which forms is collected by filtration, washed with water until neutral, recrystallized, rewashed, and dried to yield 1-bromo-2-methoxynaphthalene. Starting materials: [OH-].[Na+] (NaOH), ClC=1C=C(C=CC1)C(C(=O)OCC)=O (ethyl (3-chlorophenyl)(oxo)acetate). The solvent is C1CCOC1.CO (THF MeOH). Run at time 8 hour. Yields the product ClC=1C=C(C=CC1)C(C(=O)O)=O ((3-Chlorophenyl)(oxo)acetic acid). Isolated yield 115.2%. As a reaction SMILES: [OH-].[Na+].[Cl:3][C:4]1[CH:5]=[C:6]([C:10](=[O:16])[C:11]([O:13]CC)=[O:12])[CH:7]=[CH:8][CH:9]=1>C1COCC1.CO>[Cl:3][C:4]1[CH:5]=[C:6]([C:10](=[O:16])[C:11]([OH:13])=[O:12])[CH:7]=[CH:8][CH:9]=1 |f:0.1,3.4|. Procedure details: An aqueous 2 mol/L NaOH solution (24 mL) was added to a solution of ethyl (3-chlorophenyl)(oxo)acetate (2.00 g) in THF/MeOH (1:1) (48 mL) in an ice bath, followed by stirring at room temperature overnight. The solvent was distilled off under reduced pressure, and an aqueous 3 mol/L HCl solution was added thereto in an ice bath. The precipitated solid was collected by filtration to yield the title compound (2.00 g, colorless solid). The reactants are COS(=O)(=O)OC, CC(C)(C)[O-], [K+], C1CCOC1, CC(C)(C)OC(=O)N1CCC(COCc2cc(C(F)(F)F)cc3cc[nH]c23)(c2ccccc2)CC1. Yields the product Cn1ccc2cc(C(F)(F)F)cc(COCC3(c4ccccc4)CCN(C(=O)OC(C)(C)C)CC3)c21. As a reaction SMILES: [CH3:1][O:2][S:3]([O:4][CH3:5])(=[O:6])=[O:7].[CH3:43][C:44]([CH3:45])([O-:46])[CH3:47].[K+:48].[O:49]1[CH2:50][CH2:51][CH2:52][CH2:53]1.[c:8]1([C:14]2([CH2:27][O:28][CH2:29][c:30]3[cH:31][c:32]([C:39]([F:40])([F:41])[F:42])[cH:33][c:34]4[cH:35][cH:36][nH:37][c:38]34)[CH2:15][CH2:16][N:17]([C:20](=[O:21])[O:22][C:23]([CH3:24])([CH3:25])[CH3:26])[CH2:18][CH2:19]2)[cH:9][cH:10][cH:11][cH:12][cH:13]1>>[CH3:1][n:37]1[cH:36][cH:35][c:34]2[cH:33][c:32]([C:39]([F:40])([F:41])[F:42])[cH:31][c:30]([CH2:29][O:28][CH2:27][C:14]3([c:8]4[cH:9][cH:10][cH:11][cH:12][cH:13]4)[CH2:15][CH2:16][N:17]([C:20](=[O:21])[O:22][C:23]([CH3:24])([CH3:25])[CH3:26])[CH2:18][CH2:19]3)[c:38]21.